From a dataset of the Open Reaction Database (ORD), a public repository of structured organic reaction records. describe an organic reaction: reactants, conditions, products, and yield The reactants are CCOCCOCc1cn(Cc2ccc(F)cc2)c2cnc(C(=O)O)cc12, CN1CCOCC1, CON, COc1nc(Cl)nc(OC)n1, Cl. Yields the product CCOCCOCc1cn(Cc2ccc(F)cc2)c2cnc(C(=O)NOC)cc12. As a reaction SMILES: [CH2:1]([CH3:2])[O:3][CH2:4][CH2:5][O:6][CH2:7][c:8]1[cH:9][n:10]([CH2:20][c:21]2[cH:22][cH:23][c:24]([F:27])[cH:25][cH:26]2)[c:11]2[cH:12][n:13][c:14]([C:17](=[O:18])[OH:19])[cH:15][c:16]12.[CH3:39][N:40]1[CH2:41][CH2:42][O:43][CH2:44][CH2:45]1.[CH3:47][O:48][NH2:49].[Cl:28][c:29]1[n:30][c:31]([O:32][CH3:33])[n:34][c:35]([O:36][CH3:37])[n:38]1.[ClH:46]>>[CH2:1]([CH3:2])[O:3][CH2:4][CH2:5][O:6][CH2:7][c:8]1[cH:9][n:10]([CH2:20][c:21]2[cH:22][cH:23][c:24]([F:27])[cH:25][cH:26]2)[c:11]2[cH:12][n:13][c:14]([C:17](=[O:18])[NH:49][O:48][CH3:47])[cH:15][c:16]12. Starting materials: ClC1=NC=C(C(=N1)Cl)F (2,4-dichloro-5-fluoropyrimidine), NC1=CC=C2C=CNC2=C1 (6-aminoindole). The product is ClC1=NC=C(C(=N1)NC1=CC=C2C=CNC2=C1)F (2-chloro-5-fluoro-N4-[(1H)-indol-6-yl]-4-pyrimidineamine). As a reaction SMILES: [Cl:1][C:2]1[N:7]=[C:6](Cl)[C:5]([F:9])=[CH:4][N:3]=1.[NH2:10][C:11]1[CH:19]=[C:18]2[C:14]([CH:15]=[CH:16][NH:17]2)=[CH:13][CH:12]=1>>[Cl:1][C:2]1[N:7]=[C:6]([NH:10][C:11]2[CH:19]=[C:18]3[C:14]([CH:15]=[CH:16][NH:17]3)=[CH:13][CH:12]=2)[C:5]([F:9])=[CH:4][N:3]=1. Procedure details: In a like manner to the preparation of 2-chloro-N4-(3,4-ethylenedioxyphenyl)-5-fluoro-4-pyrimidineamine, 2,4-dichloro-5-fluoropyrimidine and 6-aminoindole were reacted to provide 2-chloro-5-fluoro-N4-[(1H)-indol-6-yl]-4-pyrimidineamine. LCMS: purity: 92%; MS (m/e): 263(MH+). The reactants are CC1(C2=CC=CC(=C2OC=2C(=CC=CC12)P(C1=CC=CC=C1)C1=CC=CC=C1)P(C1=CC=CC=C1)C1=CC=CC=C1)C (9,9-dimethyl-4,5-bis(diphenylphosphino)xanthene), BrC1=C(N=C(O1)C1=C(C=CC=C1F)F)C#N (5-bromo-2-(2,6-difluorophenyl)oxazole-4-carbonitrile), NC1=CC=C(C(=O)O)C=C1 (4-aminobenzoic acid), C([O-])([O-])=O.[Cs+].[Cs+] (cesium carbonate). The reagents and catalysts are C=1C=CC(=CC1)/C=C/C(=O)/C=C/C2=CC=CC=C2.C=1C=CC(=CC1)/C=C/C(=O)/C=C/C2=CC=CC=C2.C=1C=CC(=CC1)/C=C/C(=O)/C=C/C2=CC=CC=C2.[Pd].[Pd] (tris(dibenzylideneacetone)dipalladium(0)). The solvent is C(CCC)O.O1CCOCC1 (n-butanol dioxane), CCOC(=O)C (EtOAc). Run at temperature 140 celsius. Yields the product C(#N)C=1N=C(OC1NC1=CC=C(C(=O)O)C=C1)C1=C(C=CC=C1F)F (4-(4-cyano-2-(2,6-difluorophenyl)oxazol-5-ylamino)benzoic acid). The yield is 14.0%. Reaction SMILES: CC1(C)C2C=CC=C(P(C3C=CC=CC=3)C3C=CC=CC=3)C=2OC2C1=CC=CC=2P(C1C=CC=CC=1)C1C=CC=CC=1.Br[C:44]1[O:48][C:47]([C:49]2[C:54]([F:55])=[CH:53][CH:52]=[CH:51][C:50]=2[F:56])=[N:46][C:45]=1[C:57]#[N:58].[NH2:59][C:60]1[CH:68]=[CH:67][C:63]([C:64]([OH:66])=[O:65])=[CH:62][CH:61]=1.C(=O)([O-])[O-].[Cs+].[Cs+]>C(O)CCC.O1CCOCC1.CCOC(C)=O.C1C=CC(/C=C/C(/C=C/C2C=CC=CC=2)=O)=CC=1.C1C=CC(/C=C/C(/C=C/C2C=CC=CC=2)=O)=CC=1.C1C=CC(/C=C/C(/C=C/C2C=CC=CC=2)=O)=CC=1.[Pd].[Pd]>[C:57]([C:45]1[N:46]=[C:47]([C:49]2[C:54]([F:55])=[CH:53][CH:52]=[CH:51][C:50]=2[F:56])[O:48][C:44]=1[NH:59][C:60]1[CH:68]=[CH:67][C:63]([C:64]([OH:66])=[O:65])=[CH:62][CH:61]=1)#[N:58] |f:3.4.5,6.7,9.10.11.12.13|. Procedure details: A solution of tris(dibenzylideneacetone)dipalladium(0) (0.337 g, 0.368 mmol) and 9,9-dimethyl-4,5-bis(diphenylphosphino)xanthene (0.213 g, 0.368 mmol) in n-butanol:dioxane (1:1) (5 mL) was stirred at room temperature for 3 minutes. Then 5-bromo-2-(2,6-difluorophenyl)oxazole-4-carbonitrile (1.50 g, 5.262 mmol), 4-aminobenzoic acid (2.165 g, 15.787 mmol) and cesium carbonate (3.429 g, 10.525 mmol) were added and the mixture heated in the microwave for 3 minutes at 140° C. The reaction was diluted ... Reactants: C(C1=CC=CC=C1)N1C[C@H]([C@H](C1)OC)NC(OC(C)(C)C)=O (tert.-butyl N-(cis-1-benzyl-4-methoxypyrrolidin-3-yl)-carbamate). Reagents/catalysts: [Pd] (palladium). Run in CO (methanol). Product: CO[C@@H]1[C@@H](CNC1)NC(OC(C)(C)C)=O (tert.-Butyl N-(cis-4-methoxypyrrolidin-3-yl)-carbamate). As a reaction SMILES: C([N:8]1[CH2:12][C@H:11]([O:13][CH3:14])[C@H:10]([NH:15][C:16](=[O:22])[O:17][C:18]([CH3:21])([CH3:20])[CH3:19])[CH2:9]1)C1C=CC=CC=1>CO.[Pd]>[CH3:14][O:13][C@H:11]1[CH2:12][NH:8][CH2:9][C@H:10]1[NH:15][C:16](=[O:22])[O:17][C:18]([CH3:20])([CH3:19])[CH3:21]. Procedure details: 3.5 g (11.4 mmol) of tert.-butyl N-(cis-1-benzyl-4-methoxypyrrolidin-3-yl)-carbamate are hydrogenated in 100 ml of methanol on 2 g of palladium-on-active charcoal (10% of Pd) at 100° C. under 100 bar. The catalyst is filtered off, the filtrate is concentrated and the residue is distilled. The reactants are ClC=1C=C(C=CC1F)C1=NN2C(CNCC2)=C1C(=O)N (2-(3-Chloro-4-fluorophenyl)-4,5,6,7-tetrahydropyrazolo[1,5-a]pyrazine-3-carboxamide), C(C1=CC=CC=C1)OC1CC(C1)(N)C (3-(benzyloxy)-1-methylcyclobutanamine), TEA, ClC(Cl)(OC(OC(Cl)(Cl)Cl)=O)Cl (triphosgene). Run in C1CCOC1 (THF), C1CCOC1 (THF). Run at time 10 minute. Yields the product C(C1=CC=CC=C1)OC1CC(C1)(C)NC(=O)N1CC=2N(CC1)N=C(C2C(=O)N)C2=CC(=C(C=C2)F)Cl (N5-(3-(Benzyloxy)-1-methylcyclobutyl)-2-(3-chloro-4-fluorophenyl)-6,7-dihydropyrazolo[1,5-a]pyrazine-3,5(4H)-dicarboxamide). Isolated yield 40.3%. As a reaction SMILES: [CH2:1]([O:8][CH:9]1[CH2:12][C:11]([CH3:14])([NH2:13])[CH2:10]1)[C:2]1[CH:7]=[CH:6][CH:5]=[CH:4][CH:3]=1.Cl[C:16](Cl)([O:18]C(=O)OC(Cl)(Cl)Cl)Cl.[Cl:27][C:28]1[CH:29]=[C:30]([C:35]2[C:43]([C:44]([NH2:46])=[O:45])=[C:38]3[CH2:39][NH:40][CH2:41][CH2:42][N:37]3[N:36]=2)[CH:31]=[CH:32][C:33]=1[F:34]>C1COCC1>[CH2:1]([O:8][CH:9]1[CH2:12][C:11]([NH:13][C:16]([N:40]2[CH2:41][CH2:42][N:37]3[N:36]=[C:35]([C:30]4[CH:31]=[CH:32][C:33]([F:34])=[C:28]([Cl:27])[CH:29]=4)[C:43]([C:44]([NH2:46])=[O:45])=[C:38]3[CH2:39]2)=[O:18])([CH3:14])[CH2:10]1)[C:2]1[CH:7]=[CH:6][CH:5]=[CH:4][CH:3]=1. Procedure details: To a stirred solution of 3-(benzyloxy)-1-methylcyclobutanamine (64.9 mg, 0.339 mmol) in THF (10 mL) was added TEA (0.14 mL, 1.357 mmol) followed by triphosgene (100 mg, 0.339 mmol) at 0° C. After stirring for 10 min, a solution of Intermediate 185B (100 mg, 0.34 mmol) in THF (2 mL) was added at 0° C. and the resulting solution was allowed to warm to RT and stir for 16 h. The reaction mixture was quenched with a saturated aqueous solution of NH4Cl and extracted with DCM (3×20 mL). The combined or... Reactants: Cl (HCl), CN(CCCOC1=CC=C(C=N1)C1=CC2=NC=CC(=C2S1)OC1=C(C=C(C=C1)N)F)C (4-(2-(6-(3-(Dimethylamino)propoxy)pyridin-3-yl)thieno[3,2-b]pyridin-7-yloxy)-3-fluorobenzenamine), CCN(C(C)C)C(C)C (DIPEA), COC1=C(C=CC=C1)NC(CC(=O)O)=O (3-(2-Methoxyphenylamino)-3-oxopropanoic acid), C=1C=CC2=C(C1)N=NN2O (HOBt), Cl (HCl). The solvent is C(CCl)Cl (EDC), CN(C)C=O (DMF), C(CCl)Cl (EDC). Conditions: time 18 hour. Yields the product CN(CCCOC1=CC=C(C=N1)C1=CC2=NC=CC(=C2S1)OC1=C(C=C(C=C1)NC(CC(=O)NC1=C(C=CC=C1)OC)=O)F)C (N1-(4-(2-(6-(3-(Dimethylamino)propoxy)pyridin-3-yl)thieno[3,2-b]pyridin-7-yloxy)-3-fluorophenyl)-N3-(2-methoxyphenyl)malonamide). Isolated yield 33.6%. As a reaction SMILES: [CH3:1][N:2]([CH3:31])[CH2:3][CH2:4][CH2:5][O:6][C:7]1[N:12]=[CH:11][C:10]([C:13]2[S:21][C:20]3[C:15](=[N:16][CH:17]=[CH:18][C:19]=3[O:22][C:23]3[CH:28]=[CH:27][C:26]([NH2:29])=[CH:25][C:24]=3[F:30])[CH:14]=2)=[CH:9][CH:8]=1.CCN(C(C)C)C(C)C.[CH3:41][O:42][C:43]1[CH:48]=[CH:47][CH:46]=[CH:45][C:44]=1[NH:49][C:50](=[O:55])[CH2:51][C:52](O)=[O:53].C1C=CC2N(O)N=NC=2C=1.Cl>CN(C=O)C.C(Cl)CCl>[CH3:31][N:2]([CH3:1])[CH2:3][CH2:4][CH2:5][O:6][C:7]1[N:12]=[CH:11][C:10]([C:13]2[S:21][C:20]3[C:15](=[N:16][CH:17]=[CH:18][C:19]=3[O:22][C:23]3[CH:28]=[CH:27][C:26]([NH:29][C:52](=[O:53])[CH2:51][C:50]([NH:49][C:44]4[CH:45]=[CH:46][CH:47]=[CH:48][C:43]=4[O:42][CH3:41])=[O:55])=[CH:25][C:24]=3[F:30])[CH:14]=2)=[CH:9][CH:8]=1. Procedure details: To a solution of aniline 380 (0.31 g, 0.71 mmol) and DIPEA (0.7 ml, 0.4 g, 3 mmol) in dry DMF (5 mL) was added acid 27 (0.30 g, 1.4 mmol), HOBt (0.040 g, 0.30 mmol), and EDC×HCl (0.40 g, 2.1 mmol) and the mixture was stirred at r.t. for 18 h. Additional EDC×HCl (0.050 g, 0.26 mmol) was added, and the mixture was stirred for a further 6 h. It was then partitioned between ethyl acetate and water. The organic phase was collected, washed with water, dried (anhydrous MgSO4), filtered, and concentrate... The reactants are NC(C(F)(F)F)C=1C=C(C(=O)OC(C)(C)C)C=C(C1)C1=NC=C(C=C1)C (tert-butyl 3-(1-amino-2,2,2-trifluoroethyl)-5-(5-methylpyridin-2-yl)benzoate), FC(C(=O)O)(F)F (trifluoroacetic acid). Run in ClCCl (dichloromethane). Run at time 5 hour. Yields the product FC(C(=O)[O-])(F)F (trifluoracetate), NC(C(F)(F)F)C=1C=C(C(=O)O)C=C(C1)C1=NC=C(C=C1)C (3-(1-amino-2,2,2-trifluoroethyl)-5-(5-methylpyridin-2-yl)benzoic acid). As a reaction SMILES: [NH2:1][CH:2]([C:7]1[CH:8]=[C:9]([CH:17]=[C:18]([C:20]2[CH:25]=[CH:24][C:23]([CH3:26])=[CH:22][N:21]=2)[CH:19]=1)[C:10]([O:12]C(C)(C)C)=[O:11])[C:3]([F:6])([F:5])[F:4].[F:27][C:28]([F:33])([F:32])[C:29]([OH:31])=[O:30]>ClCCl>[F:27][C:28]([F:33])([F:32])[C:29]([O-:31])=[O:30].[NH2:1][CH:2]([C:7]1[CH:8]=[C:9]([CH:17]=[C:18]([C:20]2[CH:25]=[CH:24][C:23]([CH3:26])=[CH:22][N:21]=2)[CH:19]=1)[C:10]([OH:12])=[O:11])[C:3]([F:4])([F:5])[F:6]. Procedure details: To a solution of tert-butyl 3-(1-amino-2,2,2-trifluoroethyl)-5-(5-methylpyridin-2-yl)benzoate (30.0 mg, 0.08 mmol) in dichloromethane (0.5 mL) was added trifluoroacetic acid (0.3 mL). The mixture was stirred at ambient temperature. After 5 h, the mixture was concentrated to dryness to give the trifluoracetate salt of the title compound (35 mg). Starting materials: CC(C)(C)OC(=O)N1CCN(C(=O)c2ccc(-c3ccccn3)cc2)CC1, [Cl-], O=C(OO)c1cccc(Cl)c1, ClCCl, [Na+], [Na+], [Na+], O=S([O-])([O-])=S. Yields the product CC(C)(C)OC(=O)N1CCN(C(=O)c2ccc(-c3cccc[n+]3[O-])cc2)CC1. Reaction SMILES: [C:12]([CH3:13])([CH3:14])([CH3:15])[O:16][C:17](=[O:18])[N:19]1[CH2:20][CH2:21][N:22]([C:25]([c:26]2[cH:27][cH:28][c:29](-[c:32]3[n:33][cH:34][cH:35][cH:36][cH:37]3)[cH:30][cH:31]2)=[O:38])[CH2:23][CH2:24]1.[Cl-:46].[Cl:1][c:2]1[cH:3][cH:4][cH:5][c:6]([C:7]([O:8][OH:10])=[O:9])[cH:11]1.[Cl:48][CH2:49][Cl:50].[Na+:44].[Na+:45].[Na+:47].[S:39]([O-:40])([O-:41])(=[O:42])=[S:43]>>[O-:9][n+:33]1[c:32](-[c:29]2[cH:28][cH:27][c:26]([C:25]([N:22]3[CH2:21][CH2:20][N:19]([C:17]([O:16][C:12]([CH3:13])([CH3:14])[CH3:15])=[O:18])[CH2:24][CH2:23]3)=[O:38])[cH:31][cH:30]2)[cH:37][cH:36][cH:35][cH:34]1. The reactants are O=C([O-])[O-], CN(C)C=O, O=Cc1cc(C(F)(F)F)ccc1O, [K+], [K+], Cc1ccc(S(=O)(=O)OCC2CO2)cc1. The product is O=Cc1cc(C(F)(F)F)ccc1OCC1CO1. As a reaction SMILES: [C:29](=[O:30])([O-:31])[O-:32].[CH3:35][N:36]([CH3:37])[CH:38]=[O:39].[F:16][C:17]([c:18]1[cH:19][cH:20][c:21]([OH:26])[c:22]([CH:23]=[O:24])[cH:25]1)([F:27])[F:28].[K+:33].[K+:34].[c:1]1([CH3:2])[cH:3][cH:4][c:5]([S:6]([O:7][CH2:11][CH:12]2[CH2:13][O:14]2)(=[O:8])=[O:9])[cH:10][cH:15]1>>[CH2:11]([CH:12]1[CH2:13][O:14]1)[O:26][c:21]1[cH:20][cH:19][c:18]([C:17]([F:16])([F:27])[F:28])[cH:25][c:22]1[CH:23]=[O:24].